Dataset: the Open Reaction Database (ORD), a public repository of structured organic reaction records. Task: describe an organic reaction: reactants, conditions, products, and yield Reactants: O=C([O-])[O-], C1COCCN1, CCO, COc1cc([N+](=O)[O-])ccc1OCCCl, ClCCl, [I-], [K+], [K+], [Na+]. As a reaction SMILES: [C:24](=[O:25])([O-:26])[O-:27].[CH2:16]1[CH2:17][O:18][CH2:19][CH2:20][NH:21]1.[CH3:30][CH2:31][OH:32].[Cl:1][CH2:2][CH2:3][O:4][c:5]1[c:6]([O:14][CH3:15])[cH:7][c:8]([N+:11](=[O:12])[O-:13])[cH:9][cH:10]1.[Cl:33][CH2:34][Cl:35].[I-:23].[K+:28].[K+:29].[Na+:22]>>[CH2:2]([CH2:3][O:4][c:5]1[c:6]([O:14][CH3:15])[cH:7][c:8]([N+:11](=[O:12])[O-:13])[cH:9][cH:10]1)[N:21]1[CH2:16][CH2:17][O:18][CH2:19][CH2:20]1. Yields the product COc1cc([N+](=O)[O-])ccc1OCCN1CCOCC1. Reactants: Cc1ccc([N+](=O)[O-])cc1Nc1nccc(-c2cccnc2)n1, CCOC(C)=O, [Pd]. The product is Cc1ccc(N)cc1Nc1nccc(-c2cccnc2)n1. Reaction SMILES: [CH3:1][c:2]1[c:3]([NH:11][c:12]2[n:13][cH:14][cH:15][c:16](-[c:18]3[cH:19][n:20][cH:21][cH:22][cH:23]3)[n:17]2)[cH:4][c:5]([N+:8]([O-:9])=[O:10])[cH:6][cH:7]1.[CH3:24][CH2:25][O:26][C:27](=[O:28])[CH3:29].[Pd:30]>>[CH3:1][c:2]1[c:3]([NH:11][c:12]2[n:13][cH:14][cH:15][c:16](-[c:18]3[cH:19][n:20][cH:21][cH:22][cH:23]3)[n:17]2)[cH:4][c:5]([NH2:8])[cH:6][cH:7]1.